The task is: describe an organic reaction: reactants, conditions, products, and yield. This data is from the Open Reaction Database (ORD), a public repository of structured organic reaction records. Starting materials: C(C1=CC=CC=C1)(=O)CCN1CCC2(CC1)OC(C1=CC=CC=C12)=O (1'-(2-benzoylethyl)-1,3-dihydrospiro[isobenzofuran-1,4'-piperidine]-3-one), [BH4-].[Na+] (sodium borohydride), CO (methanol), O1CCCC1 (tetrahydrofuran). Solvent: O (water). The product is OC(CCN1CCC2(CC1)OC(C1=CC=CC=C12)=O)C1=CC=CC=C1 (1,3-Dihydro-1'-(3-hydroxy-3-phenylpropyl)spiro[isobenzofuran-1,4'-piperidine]-3-one). Reaction SMILES: [C:1]([CH2:9][CH2:10][N:11]1[CH2:16][CH2:15][C:14]2([C:24]3[C:19](=[CH:20][CH:21]=[CH:22][CH:23]=3)[C:18](=[O:25])[O:17]2)[CH2:13][CH2:12]1)(=[O:8])[C:2]1[CH:7]=[CH:6][CH:5]=[CH:4][CH:3]=1.CO.O1CCCC1.[BH4-].[Na+]>O>[OH:8][CH:1]([C:2]1[CH:7]=[CH:6][CH:5]=[CH:4][CH:3]=1)[CH2:9][CH2:10][N:11]1[CH2:12][CH2:13][C:14]2([C:24]3[C:19](=[CH:20][CH:21]=[CH:22][CH:23]=3)[C:18](=[O:25])[O:17]2)[CH2:15][CH2:16]1 |f:3.4|. Procedure: A solution of 2.5 g. of 1'-(2-benzoylethyl)-1,3-dihydrospiro[isobenzofuran-1,4'-piperidine]-3-one, 30 ml. of methanol, 10 ml. of tetrahydrofuran, and 0.35 g. of sodium borohydride is stirred for 4 hours, diluted with water, and extracted with chloroform. The chloroform solution is dried over sodium sulfate and concentrated to a solid. Recrystallization from benzene yields colorless crystals, m.p. 144°-146°. Yields the product C(C)(C)(C)C=1N=C(C=2C(N1)=NN(N2)CC2=C(C=CC=C2)C(F)(F)F)N2CC(CC2)(F)F (5-tert-Butyl-7-(3,3-difluoro-pyrrolidin-1-yl)-2-(2-trifluoromethyl-benzyl)-2H-[1,2,3]triazolo[4,5-d]pyrimidine), gum. Reported procedure: In analogy to the procedure described for the synthesis of 5-tert-butyl-7-(3,3-difluoro-pyrrolidin-1-yl)-2-ethyl-2H-[1,2,3]triazolo[4,5-d]pyrimidine (example 3, step b), the title compound was prepared from 5-tert-butyl-7-(3,3-difluoropyrrolidin-1-yl)-3H-[1,2,3]triazolo[4,5-d]pyrimidine and 1-(bromomethyl)-2-(trifluoromethyl)benzene and isolated as colorless gum (8.5 mg, 47%). MS (m/e): 441.4 (MH+). Reactants: C(C)(C)(C)C=1N=C(C=2C(N1)=NN(N2)CC)N2CC(CC2)(F)F (5-tert-Butyl-7-(3,3-difluoro-pyrrolidin-1-yl)-2-ethyl-2H-[1,2,3]triazolo[4,5-d]pyrimidine), C(C)(C)(C)C=1N=C(C2=C(N1)NN=N2)N2CC(CC2)(F)F (5-tert-butyl-7-(3,3-difluoropyrrolidin-1-yl)-3H-[1,2,3]triazolo[4,5-d]pyrimidine), BrCC1=C(C=CC=C1)C(F)(F)F (1-(bromomethyl)-2-(trifluoromethyl)benzene). The yield is 47.0%. As a reaction SMILES: [C:1]([C:5]1[N:6]=[C:7]([N:16]2[CH2:20][CH2:19][C:18]([F:22])([F:21])[CH2:17]2)[C:8]2[C:9](=[N:11][N:12]([CH2:14][CH3:15])[N:13]=2)[N:10]=1)([CH3:4])([CH3:3])[CH3:2].C(C1N=C(N2CCC(F)(F)C2)C2N=NNC=2N=1)(C)(C)C.BrC[C:45]1[CH:50]=[CH:49][CH:48]=C[C:46]=1[C:51]([F:54])([F:53])[F:52]>>[C:1]([C:5]1[N:6]=[C:7]([N:16]2[CH2:20][CH2:19][C:18]([F:21])([F:22])[CH2:17]2)[C:8]2[C:9](=[N:11][N:12]([CH2:14][C:15]3[CH:48]=[CH:49][CH:50]=[CH:45][C:46]=3[C:51]([F:54])([F:53])[F:52])[N:13]=2)[N:10]=1)([CH3:2])([CH3:3])[CH3:4]. The reactants are Cl.C1(CCCCC1)N(C(=O)NC=1SC(=CN1)CN1CCNCC1)C1CCCCC1 (1,1-dicyclohexyl-3-(5-piperazin-1-ylmethyl-thiazol-2-yl)-urea hydrochloride), CCN(C(C)C)C(C)C (DIEA), C1(=CC=CC=C1)S(=O)(=O)Cl (benzenesulfonyl chloride). The product is C1(=CC=CC=C1)S(=O)(=O)N1CCN(CC1)CC1=CN=C(S1)NC(N(C1CCCCC1)C1CCCCC1)=O (3-[5-(4-Benzenesulfonyl-piperazin-1-ylmethyl)-thiazol-2-yl]-1,1-dicyclohexyl-urea). The yield is 84.7%. As a reaction SMILES: Cl.[CH:2]1([N:8]([CH:24]2[CH2:29][CH2:28][CH2:27][CH2:26][CH2:25]2)[C:9]([NH:11][C:12]2[S:13][C:14]([CH2:17][N:18]3[CH2:23][CH2:22][NH:21][CH2:20][CH2:19]3)=[CH:15][N:16]=2)=[O:10])[CH2:7][CH2:6][CH2:5][CH2:4][CH2:3]1.CCN(C(C)C)C(C)C.[C:39]1([S:45](Cl)(=[O:47])=[O:46])[CH:44]=[CH:43][CH:42]=[CH:41][CH:40]=1>>[C:39]1([S:45]([N:21]2[CH2:22][CH2:23][N:18]([CH2:17][C:14]3[S:13][C:12]([NH:11][C:9](=[O:10])[N:8]([CH:2]4[CH2:7][CH2:6][CH2:5][CH2:4][CH2:3]4)[CH:24]4[CH2:29][CH2:28][CH2:27][CH2:26][CH2:25]4)=[N:16][CH:15]=3)[CH2:19][CH2:20]2)(=[O:47])=[O:46])[CH:44]=[CH:43][CH:42]=[CH:41][CH:40]=1 |f:0.1|. Procedure: Prepared as described in general procedure (Q) using 1,1-dicyclohexyl-3-(5-piperazin-1-ylmethyl-thiazol-2-yl)-urea hydrochloride (36 mg, 0.08 mmol), DIEA (42 μL, 0.24 mmol) and benzenesulfonyl chloride (20 μL, 0.16 mmol) to afford 37 mg (68%) of the desired product after purification. The reactants are CC1=NC(=CC=C1)C#CC=C1CCNCC1 (2-Methyl-6-(3-piperidin-4-ylideneprop-1-ynyl)pyridine), BrC1=CC=CC(=N1)C#CC=C1CCN(CC1)C(=O)OC(C)(C)C (Tert-butyl 4-[3-(6-bromopyridin-2-yl)prop-2-ynylidene]piperidine-1-carboxylate). Reaction conditions: time 3 day. Product: BrC1=NC(=CC=C1)C#CC=C1CCNCC1 (2-Bromo-6-(3-piperidin-4-ylideneprop-1-ynyl)pyridine). As a reaction SMILES: CC1C=CC=C(C#CC=C2CCNCC2)N=1.[Br:17][C:18]1[N:23]=[C:22]([C:24]#[C:25][CH:26]=[C:27]2[CH2:32][CH2:31][N:30](C(OC(C)(C)C)=O)[CH2:29][CH2:28]2)[CH:21]=[CH:20][CH:19]=1>>[Br:17][C:18]1[CH:19]=[CH:20][CH:21]=[C:22]([C:24]#[C:25][CH:26]=[C:27]2[CH2:32][CH2:31][NH:30][CH2:29][CH2:28]2)[N:23]=1. Procedure: The title product was prepared following the method described for the Compound of Example 3 but using as starting material Compound 305a instead of the Compound of Example 2 and stirring at ambient temperature for 3 days. The reaction mixture was evaporated to dryness in vacuo, taking up the residue several times with chloroform to remove excess trifluoroacetic acid. Reactants: hydrochloride salt, C(C(=O)Cl)(=O)Cl (oxalyl chloride), NC1=C(C(=O)N)C(=CC(=C1)OC)OC (2-Amino-4,6-dimethoxybenzamide), COC=1C=C2C(C(=O)OC(N2)=O)=C(C1)OC (4,6-dimethoxyisatoic anhydride), COC=1C=C2C(C(=O)OC(N2)=O)=C(C1)OC (4,6-dimethoxyisatoic anhydride), COC=1C=C(C(C(=O)O)=C(C1)OC)N (4,6-dimethoxyanthranilic acid), C(=O)(Cl)Cl (phosgene), NC1=C(C(=O)N)C(=CC(=C1)OC)OC (2-amino-4,6-dimethoxybenzamide), COC=1C=C(N)C=C(C1)OC (3,5-dimethoxyaniline). Yields the product COC1=C2C(C(NC2=CC(=C1)OC)=O)=O (4,6-dimethoxyisatin). Reaction SMILES: NC1C=C(OC)C=C(OC)C=1C(N)=O.[CH3:15][O:16][C:17]1[CH:18]=[C:19]2[NH:25][C:24](=O)[O:23][C:21](=[O:22])[C:20]2=[C:27]([O:29][CH3:30])[CH:28]=1.COC1C=C(N)C(=C(OC)C=1)C(O)=O.C(Cl)(Cl)=O.COC1C=C(C=C(OC)C=1)N.C(Cl)(=O)C(Cl)=O>>[CH3:30][O:29][C:27]1[CH:28]=[C:17]([O:16][CH3:15])[CH:18]=[C:19]2[C:20]=1[C:21](=[O:22])[C:24](=[O:23])[NH:25]2. Reported procedure: 2-Amino-4,6-dimethoxybenzamide can be prepared from 4,6-dimethoxyisatoic anhydride. The 4,6-dimethoxyisatoic anhydride may be prepared by a reaction of 4,6-dimethoxyanthranilic acid with phosgene (U.S. Pat. No. 4,191,840 and Org. Synth. 1947, 27, 45). Alternatively, to prepare 2-amino-4,6-dimethoxybenzamide, 3,5-dimethoxyaniline may be converted to its hydrochloride salt, after which the salt is reacted with oxalyl chloride to give 4,6-dimethoxyisatin. The isatin may then be converted to the tar... Starting materials: CC1=NC=CC=2C3=CC=C(C=C3NC12)O (1-methyl-7-hydroxy-β-carboline), BrCC1=CC(=CC=C1)F (1-bromomethyl-3-fluorobenzene). Product: CC1=NC=CC=2C3=CC=C(C=C3N(C12)CC1=CC(=CC=C1)F)OCC1=CC(=CC=C1)F (1-methyl-7-(3-fluorobenzyloxy)-9-(3-fluorobenzyl)-β-carboline). Yield: 85.0%. Reaction SMILES: [CH3:1][C:2]1[C:14]2[NH:13][C:12]3[C:7](=[CH:8][CH:9]=[C:10]([OH:15])[CH:11]=3)[C:6]=2[CH:5]=[CH:4][N:3]=1.Br[CH2:17][C:18]1[CH:23]=[CH:22][CH:21]=[C:20]([F:24])[CH:19]=1>>[CH3:1][C:2]1[C:14]2[N:13]([CH2:17][C:18]3[CH:23]=[CH:22][CH:21]=[C:20]([F:24])[CH:19]=3)[C:12]3[C:7](=[CH:8][CH:9]=[C:10]([O:15][CH2:17][C:18]4[CH:23]=[CH:22][CH:21]=[C:20]([F:24])[CH:19]=4)[CH:11]=3)[C:6]=2[CH:5]=[CH:4][N:3]=1. Procedure details: The title compound was synthesized from 1-methyl-7-hydroxy-β-carboline (0.5 g, 1.587 mmol) in presence of 1-bromomethyl-3-fluorobenzene (0.6 g, 3.173 mmol) as described here above. Starting materials: CCCCCCCCCCCCc1cc(C(=O)OCC)c(C)o1, CCO, [Na+], [OH-]. The product is CCCCCCCCCCCCc1cc(C(=O)O)c(C)o1. Reaction SMILES: [CH2:1]([CH2:2][CH2:3][CH2:4][CH2:5][CH2:6][CH2:7][CH2:8][CH2:9][CH2:10][CH2:11][CH3:12])[c:13]1[cH:14][c:15]([C:19](=[O:20])[O:21][CH2:22][CH3:23])[c:16]([CH3:18])[o:17]1.[CH3:26][CH2:27][OH:28].[Na+:25].[OH-:24]>>[CH2:1]([CH2:2][CH2:3][CH2:4][CH2:5][CH2:6][CH2:7][CH2:8][CH2:9][CH2:10][CH2:11][CH3:12])[c:13]1[cH:14][c:15]([C:19](=[O:20])[OH:21])[c:16]([CH3:18])[o:17]1.